This data is from the Open Reaction Database (ORD), a public repository of structured organic reaction records. The task is: describe an organic reaction: reactants, conditions, products, and yield Reactants: C(C)(=O)OC1CCCC=2C=CC=NC12 (8-acetoxy-5,6,7,8-tetrahydroquinoline), [OH-].[Na+] (sodium hydroxide). The solvent is CO (methanol), O (water). Product: OC1CCCC=2C=CC=NC12 (8-Hydroxy-5,6,7,8-tetrahydroquinoline). Yield: 102.5%. RXN SMILES: C([O:4][CH:5]1[C:14]2[N:13]=[CH:12][CH:11]=[CH:10][C:9]=2[CH2:8][CH2:7][CH2:6]1)(=O)C.[OH-].[Na+]>CO.O>[OH:4][CH:5]1[C:14]2[N:13]=[CH:12][CH:11]=[CH:10][C:9]=2[CH2:8][CH2:7][CH2:6]1 |f:1.2|. Procedure: To 10 g of 8-acetoxy-5,6,7,8-tetrahydroquinoline in 30 mL of methanol was added 30 mL of 30% sodium hydroxide in water. The mixture was heated to reflux for 2 min and the methanol was removed in vacuo. The residual organic product was extracted with chloroform. The chloroform extracts were dried over sodium sulfate and evaporation of the solvent gave 8 g of product as an oil, characterized by its NMR. The reactants are ClC1=NC(=CC2=CC=CC=C12)Cl (1,3-Dichloroisoquinoline), C(C)N1CCNCC1 (N-ethylpiperazine), C([O-])([O-])=O.[K+].[K+] (potassium carbonate), CN(C=O)C (dimethylformamide). The product is C1(CC=2C(C(N1)=O)=CC=CC2)=O (Homophthalimide). Reaction SMILES: Cl[C:2]1[C:11]2[C:6](=[CH:7][CH:8]=[CH:9][CH:10]=2)[CH:5]=C(Cl)[N:3]=1.C(N1CCNCC1)C.[C:21](=[O:24])([O-])[O-].[K+].[K+].CN(C)C=[O:30]>>[C:21]1(=[O:24])[NH:3][C:2](=[O:30])[C:11]2=[CH:10][CH:9]=[CH:8][CH:7]=[C:6]2[CH2:5]1 |f:2.3.4|. Reported procedure: 1,3-Dichloroisoquinoline (9.30 g), N-ethylpiperazine (5.90 g) and potassium carbonate (10.0 g) were reacted in dimethylformamide (70 ml) at 70° C. for 5 hr. The reaction solution was evaporated and partitioned between ethyl acetate and water. The resulting organic phase was washed with water, dried and evaporated. The resulting residue was purified by silica gel column chromatography (methylene chloride/methanol system), to give 12.80 g of the title compound as a pale brown oil. (17-4) 3-[(1,3-D... Starting materials: BrCCCCBr, CN(C)C=O, [H-], O=C1Nc2cccc3c2C1CCC3, [Na+]. Yields the product O=C1Nc2cccc3c2C1(CCCCBr)CCC3. Reaction SMILES: [Br:16][CH2:17][CH2:18][CH2:19][CH2:20][Br:21].[CH3:22][N:23]([CH3:24])[CH:25]=[O:26].[H-:14].[NH:1]1[C:2](=[O:13])[CH:3]2[c:4]3[c:5]([cH:6][cH:7][cH:8][c:9]31)[CH2:10][CH2:11][CH2:12]2.[Na+:15]>>[NH:1]1[C:2](=[O:13])[C:3]2([CH2:20][CH2:19][CH2:18][CH2:17][Br:16])[c:4]3[c:5]([cH:6][cH:7][cH:8][c:9]31)[CH2:10][CH2:11][CH2:12]2. The reactants are OC1=C(C(=NC2=C(C=CC=C12)C(F)(F)F)C)C(=O)Cl (4-hydroxy-2-methyl-8-trifluoromethyl-quinoline-3-carboxylic acid chloride), NC=1SC=CN1 (2-aminothiazole). The product is S1C(=NC=C1)NC(=O)C=1C(=NC2=C(C=CC=C2C1O)C(F)(F)F)C (N-(2-thiazolyl)-4-hydroxy-2-methyl-8-trifluoromethyl-quinoline-3-carboxamide). As a reaction SMILES: [OH:1][C:2]1[C:11]2[C:6](=[C:7]([C:12]([F:15])([F:14])[F:13])[CH:8]=[CH:9][CH:10]=2)[N:5]=[C:4]([CH3:16])[C:3]=1[C:17](Cl)=[O:18].[NH2:20][C:21]1[S:22][CH:23]=[CH:24][N:25]=1>>[S:22]1[CH:23]=[CH:24][N:25]=[C:21]1[NH:20][C:17]([C:3]1[C:4]([CH3:16])=[N:5][C:6]2[C:11]([C:2]=1[OH:1])=[CH:10][CH:9]=[CH:8][C:7]=2[C:12]([F:15])([F:14])[F:13])=[O:18]. Procedure: Using the procedure of Example 1, the product of Step D and 2-aminothiazole were reacted to obtain N-(2-thiazolyl)-4-hydroxy-2-methyl-8-trifluoromethyl-quinoline-3-carboxamide melting at 267° C. Starting materials: NC=1C(=NC(=CC1)OC)C#N (3-amino-6-methoxypicolinonitrile), O=C(CC(=O)OCC)C (ethyl 3-oxobutanoate), solid. Product: NC1=C(C(=NC2=CC=C(N=C12)OC)C)C(=O)OCC (ethyl 4-amino-6-methoxy-2-methyl-1,5-naphthyridine-3-carboxylate). Reaction SMILES: [NH2:1][C:2]1[C:3]([C:10]#[N:11])=[N:4][C:5]([O:8][CH3:9])=[CH:6][CH:7]=1.O=[C:13]([CH3:20])[CH2:14][C:15]([O:17][CH2:18][CH3:19])=[O:16]>>[NH2:11][C:10]1[C:3]2[C:2](=[CH:7][CH:6]=[C:5]([O:8][CH3:9])[N:4]=2)[N:1]=[C:13]([CH3:20])[C:14]=1[C:15]([O:17][CH2:18][CH3:19])=[O:16]. Procedure details: Prepared as in Example 2a from 3-amino-6-methoxypicolinonitrile (Example 11b) and ethyl 3-oxobutanoate as an off white solid (45%). MS 262 (MH+). Reaction SMILES: [CH2:1]([O:3][C:4](=[O:23])[NH:5][C:6]1[CH:11]=[CH:10][CH:9]=[C:8]([CH2:12][N:13]2[C:18](=[O:19])[CH:17]=[CH:16][C:15]([C:20](=[S:22])[NH2:21])=[N:14]2)[CH:7]=1)[CH3:2].[CH2:24]1[CH2:28][N:27]([C:29]2[CH:34]=[CH:33][C:32]([C:35]([CH2:37]Br)=O)=[CH:31][CH:30]=2)[CH2:26][CH2:25]1>CCO>[CH2:1]([O:3][C:4](=[O:23])[NH:5][C:6]1[CH:11]=[CH:10][CH:9]=[C:8]([CH2:12][N:13]2[C:18](=[O:19])[CH:17]=[CH:16][C:15]([C:20]3[S:22][CH:37]=[C:35]([C:32]4[CH:33]=[CH:34][C:29]([N:27]5[CH2:28][CH2:24][CH2:25][CH2:26]5)=[CH:30][CH:31]=4)[N:21]=3)=[N:14]2)[CH:7]=1)[CH3:2]. Reported procedure: 104 mg (0.31 mmol) of ethyl[3-(6-oxo-3-thiocarbamoyl-6H-pyridazin-1-yl-methyl)phenyl]carbamate are suspended in 2 ml of EtOH, and 100 mg (0.37 mmol) of α-bromo-4-(1-pyrrolidino)acetophenone are added. The reaction mixture is stirred at 80° C. for 15 h. The precipitate formed is filtered off with suction and washed with ethanol and dried in vacuo. The product is C(C)OC(NC1=CC(=CC=C1)CN1N=C(C=CC1=O)C=1SC=C(N1)C1=CC=C(C=C1)N1CCCC1)=O (ethyl(3-{6-oxo-3-[4-(4-pyrrolidin-1-ylphenyl)thiazol-2-yl]-6H-pyridazin-1-ylmethyl}phenyl)carbamate). Starting materials: C(C)OC(NC1=CC(=CC=C1)CN1N=C(C=CC1=O)C(N)=S)=O (ethyl[3-(6-oxo-3-thiocarbamoyl-6H-pyridazin-1-yl-methyl)phenyl]carbamate), C1CCN(C1)C2=CC=C(C=C2)C(=O)CBr (α-bromo-4-(1-pyrrolidino)acetophenone). Reaction conditions: temperature 80 celsius, time 15 hour. Solvent: CCO (EtOH).